From a dataset of the Open Reaction Database (ORD), a public repository of structured organic reaction records. describe an organic reaction: reactants, conditions, products, and yield Reactants: O=C(O)c1ccc(Br)cc1F, CC(C)(C)c1cccc(NC(=O)c2ccc(Br)c(F)c2)c1, CC(C)(C)c1cccc(N)c1. Yields the product CC(C)(C)c1cccc(NC(=O)c2ccc(Br)cc2F)c1. Reaction SMILES: [Br:12][c:13]1[cH:14][c:15]([F:22])[c:16]([C:17](=[O:18])[OH:19])[cH:20][cH:21]1.[Br:23][c:24]1[cH:25][cH:26][c:27]([C:28]([NH:29][c:30]2[cH:31][cH:32][cH:33][c:34]([C:35]([CH3:36])([CH3:37])[CH3:38])[cH:39]2)=[O:40])[cH:41][c:42]1[F:43].[C:1]([CH3:2])([CH3:3])([CH3:4])[c:5]1[cH:6][c:7]([NH2:11])[cH:8][cH:9][cH:10]1>>[C:1]([CH3:2])([CH3:3])([CH3:4])[c:5]1[cH:6][c:7]([NH:11][C:17]([c:16]2[c:15]([F:22])[cH:14][c:13]([Br:12])[cH:21][cH:20]2)=[O:18])[cH:8][cH:9][cH:10]1. The reactants are CCOc1cc(C(C)(C)C#N)ccc1C1=NC(C)(c2ccc(Cl)cc2)C(C)(c2ccc(Cl)cc2)N1C(=O)Cl, Cl, Cl, NC(=O)CN1CCNCC1. The product is CCOc1cc(C(C)(C)C#N)ccc1C1=NC(C)(c2ccc(Cl)cc2)C(C)(c2ccc(Cl)cc2)N1C(=O)N1CCN(CC(N)=O)CC1. RXN SMILES: [Cl:1][c:2]1[cH:3][cH:4][c:5]([C:8]2([CH3:38])[N:9]=[C:10]([c:24]3[c:25]([O:35][CH2:36][CH3:37])[cH:26][c:27]([C:30]([CH3:31])([CH3:32])[C:33]#[N:34])[cH:28][cH:29]3)[N:11]([C:21](=[O:22])[Cl:23])[C:12]2([CH3:13])[c:14]2[cH:15][cH:16][c:17]([Cl:20])[cH:18][cH:19]2)[cH:6][cH:7]1.[ClH:39].[ClH:40].[N:41]1([CH2:47][C:48](=[O:49])[NH2:50])[CH2:42][CH2:43][NH:44][CH2:45][CH2:46]1>>[Cl:1][c:2]1[cH:3][cH:4][c:5]([C:8]2([CH3:38])[N:9]=[C:10]([c:24]3[c:25]([O:35][CH2:36][CH3:37])[cH:26][c:27]([C:30]([CH3:31])([CH3:32])[C:33]#[N:34])[cH:28][cH:29]3)[N:11]([C:21](=[O:22])[N:44]3[CH2:43][CH2:42][N:41]([CH2:47][C:48](=[O:49])[NH2:50])[CH2:46][CH2:45]3)[C:12]2([CH3:13])[c:14]2[cH:15][cH:16][c:17]([Cl:20])[cH:18][cH:19]2)[cH:6][cH:7]1. Starting materials: CCOC(=O)c1c(N2CCN(C(=O)c3cccs3)CC2)c2cc(Cl)cnc2[nH]c1=O, Fc1cccc(CBr)c1. Yields the product CCOC(=O)c1c(N2CCN(C(=O)c3cccs3)CC2)c2cc(Cl)cnc2n(Cc2cccc(F)c2)c1=O. As a reaction SMILES: [CH2:1]([CH3:2])[O:3][C:4](=[O:5])[c:6]1[c:7](=[O:30])[nH:8][c:9]2[n:10][cH:11][c:12]([Cl:29])[cH:13][c:14]2[c:15]1[N:16]1[CH2:17][CH2:18][N:19]([C:22](=[O:23])[c:24]2[s:25][cH:26][cH:27][cH:28]2)[CH2:20][CH2:21]1.[F:31][c:32]1[cH:33][c:34]([CH2:35][Br:36])[cH:37][cH:38][cH:39]1>>[CH2:1]([CH3:2])[O:3][C:4](=[O:5])[c:6]1[c:7](=[O:30])[n:8]([CH2:35][c:34]2[cH:33][c:32]([F:31])[cH:39][cH:38][cH:37]2)[c:9]2[n:10][cH:11][c:12]([Cl:29])[cH:13][c:14]2[c:15]1[N:16]1[CH2:17][CH2:18][N:19]([C:22](=[O:23])[c:24]2[s:25][cH:26][cH:27][cH:28]2)[CH2:20][CH2:21]1. Conditions: temperature 50 celsius, time 2 hour. Procedure details: To a solution of tert-butyl 4-{[(3R,4R)-4-[{[3,5-bis(trifluoromethyl)phenyl]carbonyl}(methyl)amino]-3-(3,4-dichlorophenyl)piperidin-1-yl]carbonyl}piperidine-1-carboxylate (0.502 g) obtained in Example 87 in ethyl acetate (5 mL) was added 4N hydrogen chloride/ethyl acetate (4 mL), and the mixture was stirred at 50° C. for 2 hr. The reaction mixture was concentrated under reduced pressure and the residue was dissolved in ethyl acetate. This was washed with 1N aqueous sodium hydroxide solution and ... Reaction SMILES: [F:1][C:2]([F:47])([F:46])[C:3]1[CH:4]=[C:5]([C:13]([N:15]([CH3:45])[C@@H:16]2[CH2:21][CH2:20][N:19]([C:22]([CH:24]3[CH2:29][CH2:28][N:27](C(OC(C)(C)C)=O)[CH2:26][CH2:25]3)=[O:23])[CH2:18][C@H:17]2[C:37]2[CH:42]=[CH:41][C:40]([Cl:43])=[C:39]([Cl:44])[CH:38]=2)=[O:14])[CH:6]=[C:7]([C:9]([F:12])([F:11])[F:10])[CH:8]=1.Cl.C(OCC)(=O)C>C(OCC)(=O)C>[ClH:43].[Cl:44][C:39]1[CH:38]=[C:37]([C@H:17]2[C@H:16]([N:15]([CH3:45])[C:13](=[O:14])[C:5]3[CH:6]=[C:7]([C:9]([F:11])([F:10])[F:12])[CH:8]=[C:3]([C:2]([F:46])([F:1])[F:47])[CH:4]=3)[CH2:21][CH2:20][N:19]([C:22]([CH:24]3[CH2:29][CH2:28][NH:27][CH2:26][CH2:25]3)=[O:23])[CH2:18]2)[CH:42]=[CH:41][C:40]=1[Cl:43] |f:1.2,4.5|. Starting materials: FC(C=1C=C(C=C(C1)C(F)(F)F)C(=O)N([C@H]1[C@@H](CN(CC1)C(=O)C1CCN(CC1)C(=O)OC(C)(C)C)C1=CC(=C(C=C1)Cl)Cl)C)(F)F (tert-butyl 4-{[(3R,4R)-4-[{[3,5-bis(trifluoromethyl)phenyl]carbonyl}(methyl)amino]-3-(3,4-dichlorophenyl)piperidin-1-yl]carbonyl}piperidine-1-carboxylate), Cl.C(C)(=O)OCC (hydrogen chloride ethyl acetate), Cl.C(C)(=O)OCC (hydrogen chloride ethyl acetate). Product: Cl.ClC=1C=C(C=CC1Cl)[C@@H]1CN(CC[C@H]1N(C(C1=CC(=CC(=C1)C(F)(F)F)C(F)(F)F)=O)C)C(=O)C1CCNCC1 (N-[(3R,4R)-3-(3,4-dichlorophenyl)-1-(piperidin-4-ylcarbonyl)piperidin-4-yl]-N-methyl-3,5-bis(trifluoromethyl)benzamide monohydrochloride). Run in C(C)(=O)OCC (ethyl acetate). The yield is 177.2%.